Dataset: the Open Reaction Database (ORD), a public repository of structured organic reaction records. Task: describe an organic reaction: reactants, conditions, products, and yield The reactants are C(C)(C)(C)OC(=O)N1CCC2=C(CC1)C(=C(C=C2)Cl)SC(N(C)C)=O (3-tert-butoxycarbonyl-7-chloro-6-dimethylcarbamoylthio-2,3,4,5-tetrahydro-1H-benzo[d]azepine), ClC1=NC=C(C=C1)CCl (2-chloro-5-(chloromethyl)pyridine). Reaction SMILES: [C:1]([O:5][C:6]([N:8]1[CH2:14][CH2:13][C:12]2[C:15]([S:20][C:21](=O)N(C)C)=[C:16]([Cl:19])[CH:17]=[CH:18][C:11]=2[CH2:10][CH2:9]1)=[O:7])([CH3:4])([CH3:3])[CH3:2].[Cl:26][C:27]1[CH:32]=[CH:31][C:30](CCl)=[CH:29][N:28]=1>>[C:1]([O:5][C:6]([N:8]1[CH2:14][CH2:13][C:12]2[C:15]([S:20][CH2:21][C:30]3[CH:29]=[N:28][C:27]([Cl:26])=[CH:32][CH:31]=3)=[C:16]([Cl:19])[CH:17]=[CH:18][C:11]=2[CH2:10][CH2:9]1)=[O:7])([CH3:3])([CH3:4])[CH3:2]. Yield: 96.3%. Yields the product C(C)(C)(C)OC(=O)N1CCC2=C(CC1)C(=C(C=C2)Cl)SCC=2C=NC(=CC2)Cl (3-tert-butoxycarbonyl-7-chloro-6-(6-chloro-pyridin-3-ylmethylthio)-2,3,4,5-tetrahydro-1H-benzo[d]azepine). Procedure details: Use a method similar to General Procedure 7, using 3-tert-butoxycarbonyl-7-chloro-6-dimethylcarbamoylthio-2,3,4,5-tetrahydro-1H-benzo[d]azepine (2 g, 5.2 mmol) and 2-chloro-5-(chloromethyl)pyridine (843 mg, 5.2 mmol) to give 3-tert-butoxycarbonyl-7-chloro-6-(6-chloro-pyridin-3-ylmethylthio)-2,3,4,5-tetrahydro-1H-benzo[d]azepine (2.2 g, 95%). MS (ES+) m/z: 439.1 (M+H)+. The reactants are COC(=O)C1CC(O)CN1, CCN(C(C)C)C(C)C, ClCCl, O=C=Nc1ccc(OC(F)(F)F)cc1, O. The product is COC(=O)C1CC(O)CN1C(=O)Nc1ccc(OC(F)(F)F)cc1. Reaction SMILES: [CH3:10][O:11][C:12](=[O:13])[CH:14]1[NH:15][CH2:16][CH:17]([OH:19])[CH2:18]1.[CH:1]([N:2]([CH:3]([CH3:4])[CH3:5])[CH2:6][CH3:7])([CH3:8])[CH3:9].[Cl:35][CH2:36][Cl:37].[N:20](=[C:21]=[O:22])[c:23]1[cH:24][cH:25][c:26]([O:29][C:30]([F:31])([F:32])[F:33])[cH:27][cH:28]1.[OH2:34]>>[CH3:10][O:11][C:12](=[O:13])[CH:14]1[N:15]([C:21]([NH:20][c:23]2[cH:24][cH:25][c:26]([O:29][C:30]([F:31])([F:32])[F:33])[cH:27][cH:28]2)=[O:22])[CH2:16][CH:17]([OH:19])[CH2:18]1. Reactants: C1(CC1)C(=O)NC=1OC2=C(N1)C=CC(=C2)OC=2C=C(C(=O)O)C=CC2 (3-({2-[(cyclopropylcarbonyl)amino]-1,3-benzooxazol-6-yl}oxy)benzoic acid), C(C)N(C(C)C)C(C)C (N-ethyl-N-isopropylpropane-2-amine), C1(=CC=CC=C1)P(=O)(C1=CC=CC=C1)N=[N+]=[N-] (diphenylphosphoryl azide), CC(C)(C)O (2-methylpropan-2-ol). Run in O1CCCC1 (tetrahydrofuran). Yields the product C1(CC1)C(=O)NC=1OC2=C(N1)C=CC(=C2)OC=2C=C(C=CC2)NC(OC(C)(C)C)=O (tert-butyl [3-({2-[(cyclopropylcarbonyl)amino]-1,3-benzooxazol-6-yl}oxy)phenyl]carbamate). As a reaction SMILES: [CH:1]1([C:4]([NH:6][C:7]2[O:8][C:9]3[CH:15]=[C:14]([O:16][C:17]4[CH:18]=[C:19]([CH:23]=[CH:24][CH:25]=4)C(O)=O)[CH:13]=[CH:12][C:10]=3[N:11]=2)=[O:5])[CH2:3][CH2:2]1.C([N:28]([CH:32](C)C)C(C)C)C.C1(P(N=[N+]=[N-])(C2C=CC=CC=2)=[O:42])C=CC=CC=1.[CH3:52][C:53]([OH:56])([CH3:55])[CH3:54]>O1CCCC1>[CH:1]1([C:4]([NH:6][C:7]2[O:8][C:9]3[CH:15]=[C:14]([O:16][C:17]4[CH:18]=[C:19]([NH:28][C:32](=[O:42])[O:56][C:53]([CH3:55])([CH3:54])[CH3:52])[CH:23]=[CH:24][CH:25]=4)[CH:13]=[CH:12][C:10]=3[N:11]=2)=[O:5])[CH2:3][CH2:2]1. Procedure details: To a solution of 3-({2-[(cyclopropylcarbonyl)amino]-1,3-benzooxazol-6-yl}oxy)benzoic acid (8.6 g) in tetrahydrofuran (100 mL) and 2-methylpropan-2-ol (50 mL) were added N-ethyl-N-isopropylpropane-2-amine (20 L, 115 mmol) and diphenylphosphoryl azide (22 mL, 102 mmol), and the mixture was heated under reflux for 6 hr. The reaction mixture was cooled to room temperature, and concentrated under reduced pressure. The residue was dissolved in ethyl acetate (250 mL), and the mixture was washed with sa... Starting materials: C1(=CC=CC=C1)C1=NN2C(C=CC=C2)=C1CC#N (2-(2-phenylpyrazolo[1,5-a]pyridin-3-yl)acetonitrile), [OH-].[Na+] (sodium hydroxide), CO (methanol), Cl (hydrochloric acid). The product is C1(=CC=CC=C1)C1=NN2C(C=CC=C2)=C1CC(=O)O (2-(2-phenylpyrazolo[1,5-a]pyridin-3-yl)acetic acid). Reaction SMILES: [C:1]1([C:7]2[C:15]([CH2:16][C:17]#N)=[C:10]3[CH:11]=[CH:12][CH:13]=[CH:14][N:9]3[N:8]=2)[CH:6]=[CH:5][CH:4]=[CH:3][CH:2]=1.[OH-:19].[Na+].Cl.C[OH:23]>>[C:1]1([C:7]2[C:15]([CH2:16][C:17]([OH:23])=[O:19])=[C:10]3[CH:11]=[CH:12][CH:13]=[CH:14][N:9]3[N:8]=2)[CH:6]=[CH:5][CH:4]=[CH:3][CH:2]=1 |f:1.2|. Procedure: A mixture of 2-(2-phenylpyrazolo[1,5-a]pyridin-3-yl)acetonitrile (0.23 g), 85% sodium hydroxide (0.33 g) and 80% aqueous methanol was refluxed for 15 hours. The reaction mixture was acidified with 5% hydrochloric acid (pH≈1) and the precipitates were collected by filtration to give 2-(2-phenylpyrazolo[1,5-a]pyridin-3-yl)acetic acid (0.23 g). The solvent is C(Cl)Cl (CH2Cl2). Isolated yield 5.4%. Product: C(C)(C)(C)NC1=NC=NC2=C(C=CC=C12)NC(C1=C(C(=C(C=C1)F)CNC(C(C)(C)C)=O)Cl)=O (N-(4-(tert-Butylamino)quinazolin-8-yl)-2-chloro-4-fluoro-3-(pivalamidomethyl)benzamide). The reagents and catalysts are CN(C)C=O (DMF). RXN SMILES: [C:1]([NH:5][C:6]1[C:15]2[C:10](=[C:11]([NH2:16])[CH:12]=[CH:13][CH:14]=2)[N:9]=[CH:8][N:7]=1)([CH3:4])([CH3:3])[CH3:2].[Cl:17][C:18]1[C:26]([CH2:27][NH:28][C:29](=[O:34])[C:30]([CH3:33])([CH3:32])[CH3:31])=[C:25]([F:35])[CH:24]=[CH:23][C:19]=1[C:20](O)=[O:21].C(Cl)(=O)C(Cl)=O.CCN(C(C)C)C(C)C>CN(C=O)C.C(Cl)Cl>[C:1]([NH:5][C:6]1[C:15]2[C:10](=[C:11]([NH:16][C:20](=[O:21])[C:19]3[CH:23]=[CH:24][C:25]([F:35])=[C:26]([CH2:27][NH:28][C:29](=[O:34])[C:30]([CH3:31])([CH3:32])[CH3:33])[C:18]=3[Cl:17])[CH:12]=[CH:13][CH:14]=2)[N:9]=[CH:8][N:7]=1)([CH3:4])([CH3:2])[CH3:3]. Reactants: C(C)(C)(C)NC1=NC=NC2=C(C=CC=C12)N (N4-(tert-butyl)quinazoline-4,8-diamine), CCN(C(C)C)C(C)C (DIPEA), ClC1=C(C(=O)O)C=CC(=C1CNC(C(C)(C)C)=O)F (2-chloro-4-fluoro-3-(pivalamidomethyl)benzoic acid), C(C(=O)Cl)(=O)Cl (oxalyl chloride). Procedure: The title compound was prepared following the procedure described in Example-1 using N4-(tert-butyl)quinazoline-4,8-diamine (Intermediate-55, 100 mg, 0.46 mmol), 2-chloro-4-fluoro-3-(pivalamidomethyl)benzoic acid (Intermediate-64, 159 mg, 0.56 mmol), oxalyl chloride (117 mg, 0.93 mmol), DMF (1 drop) and DIPEA (178 mg, 1.38 mmol) in CH2Cl2 (5 mL) to afford 12 mg of the title product. 1H NMR (300 MHz, DMSO-d6): δ 10.05 (s, 1H), 8.71-8.69 (d, J=7.2 Hz, 1H), 8.49 (s, 1H), 8.15-8.13 (d, J=7.8 Hz, 1H)... The reactants are CN(C=O)C (N,N-dimethylformamide), C(C)C1=NNC2=CC(=CC=C12)C(=O)O (3-ethyl-1H-indazole-6-carboxylic acid), Cl.CN(CCCN=C=NCC)C (N-(3-dimethylaminopropyl)-N′-ethylcarbodiimide hydrochloride), Cl.CNOC (N,O-dimethylhydroxylamin hydrochloride). Reagents/catalysts: CN(C1=CC=NC=C1)C (4-dimethylaminopyridine). Run in O (water), C(Cl)Cl (methylene chloride). The product is C(C)C1=NNC2=CC(=CC=C12)C(=O)N(C)OC (3-ethyl-N-methoxy-N-methyl-1H-indazole-6-carboxamide). Yield: 34.3%. As a reaction SMILES: [CH2:1]([C:3]1[C:11]2[C:6](=[CH:7][C:8]([C:12]([OH:14])=O)=[CH:9][CH:10]=2)[NH:5][N:4]=1)[CH3:2].Cl.CN(C)CCCN=C=NCC.Cl.[CH3:28][NH:29][O:30][CH3:31].CN(C)C=O>CN(C)C1C=CN=CC=1.C(Cl)Cl.O>[CH2:1]([C:3]1[C:11]2[C:6](=[CH:7][C:8]([C:12]([N:29]([O:30][CH3:31])[CH3:28])=[O:14])=[CH:9][CH:10]=2)[NH:5][N:4]=1)[CH3:2] |f:1.2,3.4|. Procedure details: 3-ethyl-1H-indazole-6-carboxylic acid (3.9 g, 0.020 mol), N-(3-dimethylaminopropyl)-N′-ethylcarbodiimide hydrochloride (4.3 g, 0.022 mol) and 4-dimethylaminopyridine (3.11 g, 0.0254 mol), N,O-dimethylhydroxylamin hydrochloride (2.8 g, 0.028 mol) were dissolved in methylene chloride (200 mL) and N,N-dimethylformamide (20 mL) and the solution stirred at room temperature for one hour. The resulting mixture was poured in iced water. The aqueous layer was removed, and extracted with ethyl acetate (2×...